From a dataset of the Open Reaction Database (ORD), a public repository of structured organic reaction records. describe an organic reaction: reactants, conditions, products, and yield The reactants are O=C[C@@H](O)[C@H](O)[C@H](O)[C@@H](O)C (L-Fucose), C([C@@H](O)[C@H](O)[C@H](O)[C@@H](O)C)O (L-fucitol), 221e, C(C(CO)(CO)N)O.Cl (Tris-HCl), C([C@@H](O)[C@H](O)[C@H](O)[C@@H](O)C)O (6-deoxy L-galactitol). The product is CC(=O)[C@@H](O)[C@@H](O)[C@H](O)CO (1-deoxy D-tagatose). Reaction SMILES: [O:1]=[CH:2][C@H:3]([C@@H:5]([C@@H:7]([C@H:9]([CH3:11])[OH:10])[OH:8])[OH:6])[OH:4].C(O)[C@H]([C@@H]([C@@H]([C@H](C)O)O)O)O.C(O)C(N)(CO)CO.Cl>>[CH3:11][C:9]([C@H:7]([C@H:5]([C@@H:3]([CH2:2][OH:1])[OH:4])[OH:6])[OH:8])=[O:10] |f:2.3|. Procedure details: L-Fucose (6-deoxy L-galactose) was reduced, for a microbial oxidation of the resulting L-fucitol (6-deoxy L-galactitol) with E. agglomerans 221e [the bacterial cell at OD600=30, Tris-HCl buffer (pH 8.0) of 50 mM, the substrate 6-deoxy L-galactitol at 1%] at 30° C. for 6 hours. Only 1-deoxy D-tagatose was produced. FIG. 44(a) shows the reaction mixture after reaction, while FIG. 44 (b) shows the results of HPLC analysis of the produced 1-deoxy D-tagatose. The optical rotation was +14.0. 13C NMR s... Starting materials: resultant mixture, C(=O)(O)CSC=1C=C(C=CC1Cl)N1C(C=2CCCCC2C1=O)=O (2-(3-Carboxymethylthio-4-chlorophenyl)-4,5,6,7-tetrahydro-2H-isoindole-1,3-dione), 3A, C1(CCCC1)O (cyclopentanol), O.C1(=CC=C(C=C1)S(=O)(=O)O)C (p-toluenesulfonic acid monohydrate), O (water). Solvent: C1(=CC=CC=C1)C (toluene). Yields the product C1(CCCC1)OC(=O)CSC=1C=C(C=CC1Cl)N1C(C=2CCCCC2C1=O)=O (2-(3-cyclopentyloxycarbonylmethylthio-4-chlorophenyl)-4,5,6,7-tetrahydro-2H-isoindole-1,3-dione). Isolated yield 44.3%. As a reaction SMILES: [C:1]([CH2:4][S:5][C:6]1[CH:7]=[C:8]([N:13]2[C:21](=[O:22])[C:20]3[CH2:19][CH2:18][CH2:17][CH2:16][C:15]=3[C:14]2=[O:23])[CH:9]=[CH:10][C:11]=1[Cl:12])([OH:3])=[O:2].[CH:24]1(O)[CH2:28][CH2:27][CH2:26][CH2:25]1.O.C1(C)C=CC(S(O)(=O)=O)=CC=1.O>C1(C)C=CC=CC=1>[CH:24]1([O:2][C:1]([CH2:4][S:5][C:6]2[CH:7]=[C:8]([N:13]3[C:21](=[O:22])[C:20]4[CH2:19][CH2:18][CH2:17][CH2:16][C:15]=4[C:14]3=[O:23])[CH:9]=[CH:10][C:11]=2[Cl:12])=[O:3])[CH2:28][CH2:27][CH2:26][CH2:25]1 |f:2.3|. Procedure details: 2-(3-Carboxymethylthio-4-chlorophenyl)-4,5,6,7-tetrahydro-2H-isoindole-1,3-dione (3.61 g), cyclopentanol (1.24 g) and p-toluenesulfonic acid monohydrate (0.18 g) were suspended in toluene (10 ml), molecular sieve 3A (0.2 g) was added thereto, and the resultant mixture was heated under reflux for 6 hours. The reaction mixture was allowed to cool, admixed with water and extracted with toluene. The extract was washed with water, dried, and concentrated. The precipitated crystals were washed with me... Reactants: Nc1ccc(Br)cc1I, O=C([O-])[O-], CC1(C)CC=C(B(O)O)CC1, Cc1ccccc1, CCO, CCOC(C)=O, [Na+], [Na+], c1ccc(P(c2ccccc2)(c2ccccc2)[Pd](P(c2ccccc2)(c2ccccc2)c2ccccc2)(P(c2ccccc2)(c2ccccc2)c2ccccc2)P(c2ccccc2)(c2ccccc2)c2ccccc2)cc1. Yields the product CC1(C)CC=C(c2cc(Br)ccc2N)CC1. Reaction SMILES: [Br:1][c:2]1[cH:3][c:4]([I:9])[c:5]([NH2:8])[cH:6][cH:7]1.[C:21](=[O:22])([O-:23])[O-:24].[CH3:10][C:11]1([CH3:20])[CH2:12][CH:13]=[C:14]([B:17]([OH:18])[OH:19])[CH2:15][CH2:16]1.[CH3:113][c:114]1[cH:115][cH:116][cH:117][cH:118][cH:119]1.[CH3:27][CH2:28][OH:29].[CH3:30][CH2:31][O:32][C:33]([CH3:34])=[O:35].[Na+:25].[Na+:26].[cH:36]1[cH:37][cH:38][c:39]([P:40]([Pd:41]([P:42]([c:43]2[cH:44][cH:45][cH:46][cH:47][cH:48]2)([c:49]2[cH:50][cH:51][cH:52][cH:53][cH:54]2)[c:55]2[cH:56][cH:57][cH:58][cH:59][cH:60]2)([P:61]([c:62]2[cH:63][cH:64][cH:65][cH:66][cH:67]2)([c:68]2[cH:69][cH:70][cH:71][cH:72][cH:73]2)[c:74]2[cH:75][cH:76][cH:77][cH:78][cH:79]2)[P:80]([c:81]2[cH:82][cH:83][cH:84][cH:85][cH:86]2)([c:87]2[cH:88][cH:89][cH:90][cH:91][cH:92]2)[c:93]2[cH:94][cH:95][cH:96][cH:97][cH:98]2)([c:99]2[cH:100][cH:101][cH:102][cH:103][cH:104]2)[c:105]2[cH:106][cH:107][cH:108][cH:109][cH:110]2)[cH:111][cH:112]1>>[Br:1][c:2]1[cH:3][c:4]([C:14]2=[CH:13][CH2:12][C:11]([CH3:10])([CH3:20])[CH2:16][CH2:15]2)[c:5]([NH2:8])[cH:6][cH:7]1. Starting materials: CCCC[N+](CCCC)(CCCC)CCCC, [O-]Cl, OC(c1ccc(OCC(F)(F)F)nc1)C(F)(F)F, [Na+], O, O=S(=O)([O-])O, Cc1ccccc1C. Yields the product O=C(c1ccc(OCC(F)(F)F)nc1)C(F)(F)F. As a reaction SMILES: [CH2:28]([N+:29]([CH2:30][CH2:31][CH2:32][CH3:33])([CH2:34][CH2:35][CH2:36][CH3:37])[CH2:38][CH2:39][CH2:40][CH3:41])[CH2:42][CH2:43][CH3:44].[Cl:19][O-:20].[F:1][C:2]([CH2:3][O:4][c:5]1[n:6][cH:7][c:8]([CH:11]([C:12]([F:13])([F:14])[F:15])[OH:16])[cH:9][cH:10]1)([F:17])[F:18].[Na+:21].[OH2:22].[S:23]([O-:24])([OH:25])(=[O:26])=[O:27].[c:45]1([CH3:46])[c:47]([CH3:48])[cH:49][cH:50][cH:51][cH:52]1>>[F:1][C:2]([CH2:3][O:4][c:5]1[n:6][cH:7][c:8]([C:11]([C:12]([F:13])([F:14])[F:15])=[O:16])[cH:9][cH:10]1)([F:17])[F:18].